Dataset: the Open Reaction Database (ORD), a public repository of structured organic reaction records. Task: describe an organic reaction: reactants, conditions, products, and yield Starting materials: C(C)OC=1C=C2C(=NC(=NC2=CC1OCC(=O)OCC)N1CCOCC1)N1CCC(CC1)N1C(N(C2=CC=C(C=C2C1=O)C)C)=O (3-[1-(6-Ethoxy-7-ethoxycarbonylmethoxy-2-morpholino-4-quinazolinyl)-4-piperidinyl]-1,2,3,4-tetrahydro-1,6-dimethyl-2,4-dioxoquinazoline), [BH4-].[Na+] (sodium borohydride). The solvent is C(C)O (ethanol). Yields the product C(C)OC=1C=C2C(=NC(=NC2=CC1OCCO)N1CCOCC1)N1CCC(CC1)N1C(N(C2=CC=C(C=C2C1=O)C)C)=O (3-{1-[6-Ethoxy-7-(2-hydroxyethyl)oxy-2-morpholino-4-quinazolinyl]-4-piperidinyl}-1,2,3,4-tetrahydro-1,6-dimethyl-2,4-dioxoquinazoline). Yield: 65.8%. As a reaction SMILES: [CH2:1]([O:3][C:4]1[CH:5]=[C:6]2[C:11](=[CH:12][C:13]=1[O:14][CH2:15][C:16](OCC)=[O:17])[N:10]=[C:9]([N:21]1[CH2:26][CH2:25][O:24][CH2:23][CH2:22]1)[N:8]=[C:7]2[N:27]1[CH2:32][CH2:31][CH:30]([N:33]2[C:42](=[O:43])[C:41]3[C:36](=[CH:37][CH:38]=[C:39]([CH3:44])[CH:40]=3)[N:35]([CH3:45])[C:34]2=[O:46])[CH2:29][CH2:28]1)[CH3:2].[BH4-].[Na+]>C(O)C>[CH2:1]([O:3][C:4]1[CH:5]=[C:6]2[C:11](=[CH:12][C:13]=1[O:14][CH2:15][CH2:16][OH:17])[N:10]=[C:9]([N:21]1[CH2:22][CH2:23][O:24][CH2:25][CH2:26]1)[N:8]=[C:7]2[N:27]1[CH2:32][CH2:31][CH:30]([N:33]2[C:42](=[O:43])[C:41]3[C:36](=[CH:37][CH:38]=[C:39]([CH3:44])[CH:40]=3)[N:35]([CH3:45])[C:34]2=[O:46])[CH2:29][CH2:28]1)[CH3:2] |f:1.2|. Reported procedure: In 20 ml of ethanol was dissolved 2.10 g (3.32 mmol) of Compound 54 obtained in Example 54, excess sodium borohydride was added, and the mixture was stirred under heating at reflux for 1 hour. After cooling, the solvent was removed, water was added and the mixture was subjected to extraction with ethyl acetate. The organic layer was washed with sodium chloride solution, dried and concentrated to give residue. The residue was purified by silica gel column chromatography(eluent: chloroform/methano... Starting materials: COCCOC1(C(=O)Nc2cccc(OC(=O)N(C)C)c2)CCN(C(=O)OC(C)(C)C)CC1, CO, Cl. The product is COCCOC1(C(=O)Nc2cccc(OC(=O)N(C)C)c2)CCNCC1, Cl. As a reaction SMILES: [CH3:1][N:2]([C:3](=[O:4])[O:5][c:6]1[cH:7][c:8]([NH:12][C:13](=[O:14])[C:15]2([O:28][CH2:29][CH2:30][O:31][CH3:32])[CH2:16][CH2:17][N:18]([C:21]([O:22][C:23]([CH3:24])([CH3:25])[CH3:26])=[O:27])[CH2:19][CH2:20]2)[cH:9][cH:10][cH:11]1)[CH3:33].[CH3:35][OH:36].[ClH:34]>>[CH3:1][N:2]([C:3](=[O:4])[O:5][c:6]1[cH:7][c:8]([NH:12][C:13](=[O:14])[C:15]2([O:28][CH2:29][CH2:30][O:31][CH3:32])[CH2:16][CH2:17][NH:18][CH2:19][CH2:20]2)[cH:9][cH:10][cH:11]1)[CH3:33].[ClH:34]. Starting materials: COC1CN(CCOS(C)(=O)=O)CCC1N(Cc1ccccc1)Cc1ccccc1, O=c1ccc2c(F)cc(F)cc2[nH]1, [H-], [Na+], CN(C)C=O. Product: COC1CN(CCn2c(=O)ccc3c(F)cc(F)cc32)CCC1N(Cc1ccccc1)Cc1ccccc1. Reaction SMILES: [CH3:16][S:17]([O:18][CH2:21][CH2:22][N:23]1[CH2:24][CH:25]([O:44][CH3:45])[CH:26]([N:29]([CH2:30][c:31]2[cH:32][cH:33][cH:34][cH:35][cH:36]2)[CH2:37][c:38]2[cH:39][cH:40][cH:41][cH:42][cH:43]2)[CH2:27][CH2:28]1)(=[O:19])=[O:20].[F:1][c:2]1[c:3]2[cH:4][cH:5][c:6](=[O:13])[nH:7][c:8]2[cH:9][c:10]([F:12])[cH:11]1.[H-:14].[Na+:15].[O:46]=[CH:47][N:48]([CH3:49])[CH3:50]>>[F:1][c:2]1[c:3]2[cH:4][cH:5][c:6](=[O:13])[n:7]([CH2:21][CH2:22][N:23]3[CH2:24][CH:25]([O:44][CH3:45])[CH:26]([N:29]([CH2:30][c:31]4[cH:32][cH:33][cH:34][cH:35][cH:36]4)[CH2:37][c:38]4[cH:39][cH:40][cH:41][cH:42][cH:43]4)[CH2:27][CH2:28]3)[c:8]2[cH:9][c:10]([F:12])[cH:11]1.